From a dataset of the Open Reaction Database (ORD), a public repository of structured organic reaction records. describe an organic reaction: reactants, conditions, products, and yield Reactants: C(N)(=O)C=1C=C(C(=O)OC)C=CC1 (methyl 3-carbamoylbenzoate), FC(C1=CC=C(C(CBr)=O)C=C1)(F)F (4-trifluoromethylphenacyl bromide). The product is FC(C1=CC=C(C=C1)C=1N=C(OC1)C=1C=C(C(=O)OC)C=CC1)(F)F (methyl 3-[4-(4-trifluoromethylphenyl)-2-oxazolyl]benzoate). Yield: 30.0%. RXN SMILES: [C:1]([C:4]1[CH:5]=[C:6]([CH:11]=[CH:12][CH:13]=1)[C:7]([O:9][CH3:10])=[O:8])(=[O:3])[NH2:2].[F:14][C:15]([F:27])([F:26])[C:16]1[CH:25]=[CH:24][C:19]([C:20](=O)[CH2:21]Br)=[CH:18][CH:17]=1>>[F:14][C:15]([F:26])([F:27])[C:16]1[CH:17]=[CH:18][C:19]([C:20]2[N:2]=[C:1]([C:4]3[CH:5]=[C:6]([CH:11]=[CH:12][CH:13]=3)[C:7]([O:9][CH3:10])=[O:8])[O:3][CH:21]=2)=[CH:24][CH:25]=1. Procedure: In the same manner as in Example 1, methyl 3-carbamoylbenzoate was reacted with 4-trifluoromethylphenacyl bromide to obtain methyl 3-[4-(4-trifluoromethylphenyl)-2-oxazolyl]benzoate. The product was recrystallized from ethanol. Yield: 30%. Pale yellow prisms. Melting Point: 151 to 152° C. Reactants: ClC1=NNC2=CC=C(C=C12)NC(CC(C)=O)=O (N-(3-Chloro-1H-indazol-5-yl)-3-oxobutanamide), FC1=CC=C(C=O)C=C1 (4-Fluorobenzaldehyde), NC(=O)N (urea), FC(S(=O)(=O)[O-])(F)F.[Yb+3].FC(S(=O)(=O)[O-])(F)F.FC(S(=O)(=O)[O-])(F)F (Ytterbium trifluoromethanesulfonate). Solvent: C(C)#N (acetonitrile), O (water). Run at temperature 100 celsius. Product: ClC1=NNC2=CC=C(C=C12)NC(=O)C=1C(NC(NC1C)=O)C1=CC=C(C=C1)F (N-(3-Chloro-1H-indazol-5-yl)-4-(4-fluorophenyl)-6-methyl-2-oxo-1,2,3,4-tetrahydro-5-pyrimidinecarboxamide). The yield is 85.0%. As a reaction SMILES: [Cl:1][C:2]1[C:10]2[C:5](=[CH:6][CH:7]=[C:8]([NH:11][C:12](=[O:17])[CH2:13][C:14](=O)[CH3:15])[CH:9]=2)[NH:4][N:3]=1.[NH2:18][C:19]([NH2:21])=[O:20].FC(F)(F)S([O-])(=O)=O.[Yb+3].FC(F)(F)S([O-])(=O)=O.FC(F)(F)S([O-])(=O)=O.[F:47][C:48]1[CH:55]=[CH:54][C:51]([CH:52]=O)=[CH:50][CH:49]=1>C(#N)C.O>[Cl:1][C:2]1[C:10]2[C:5](=[CH:6][CH:7]=[C:8]([NH:11][C:12]([C:13]3[CH:52]([C:51]4[CH:54]=[CH:55][C:48]([F:47])=[CH:49][CH:50]=4)[NH:18][C:19](=[O:20])[NH:21][C:14]=3[CH3:15])=[O:17])[CH:9]=2)[NH:4][N:3]=1 |f:2.3.4.5|. Procedure details: The product from Step (c) (0.25 g, 1.0 mmol), urea (90 mg, 1.5 mmol) and Ytterbium trifluoromethanesulfonate (62 mg, 0.1 mmol) were combined in acetonitrile (5 ml) and 4-Fluorobenzaldehyde (0.11 ml, 1.0 mmol) was added to the mixture. The reaction mixture was sealed and heated to 100° C. for 3 hours. The reaction was diluted with water (1 ml) and the solid product was collected by filtration. The solid was washed three times with 1:1 Et2O/CH3CN to afford the title compound, (0.34 g, 85%); MS (ES... Starting materials: CC(C)(C)OC(=O)N1CC(O)C(c2ccccc2)C1, ClCCl, CC(OC(=N)C(Cl)(Cl)Cl)c1cc(C(F)(F)F)cc(C(F)(F)F)c1. Yields the product CC(OC1CN(C(=O)OC(C)(C)C)CC1c1ccccc1)c1cc(C(F)(F)F)cc(C(F)(F)F)c1. RXN SMILES: [C:1]([CH3:2])([CH3:3])([CH3:4])[O:5][C:6](=[O:7])[N:8]1[CH2:9][CH:10]([OH:19])[CH:11]([c:13]2[cH:14][cH:15][cH:16][cH:17][cH:18]2)[CH2:12]1.[CH2:43]([Cl:44])[Cl:45].[F:20][C:21]([c:22]1[cH:23][c:24]([CH:32]([CH3:33])[O:34][C:35](=[NH:36])[C:37]([Cl:38])([Cl:39])[Cl:40])[cH:25][c:26]([C:28]([F:29])([F:30])[F:31])[cH:27]1)([F:41])[F:42]>>[C:1]([CH3:2])([CH3:3])([CH3:4])[O:5][C:6](=[O:7])[N:8]1[CH2:9][CH:10]([O:19][CH:32]([c:24]2[cH:23][c:22]([C:21]([F:20])([F:41])[F:42])[cH:27][c:26]([C:28]([F:29])([F:30])[F:31])[cH:25]2)[CH3:33])[CH:11]([c:13]2[cH:14][cH:15][cH:16][cH:17][cH:18]2)[CH2:12]1. Reactants: C(C)(=O)Cl (acetyl chloride), ClC1=CC=C(C=C1)C(C=C(CO)F)(C)C (4-(4-Chlorophenyl)-2-fluoro-4-methylpent-2-enol), C1=CC=CC=C1 (benzene). The solvent is N1=CC=CC=C1 (pyridine). Product: C(C)(=O)OCC(=CC(C)(C)C1=CC=C(C=C1)Cl)F (4-(4-Chlorophenyl)-2-fluoro-4-methylpent-2-enyl acetate). Yield: 87.0%. RXN SMILES: [C:1](Cl)(=[O:3])[CH3:2].[Cl:5][C:6]1[CH:11]=[CH:10][C:9]([C:12]([CH3:19])([CH3:18])[CH:13]=[C:14]([F:17])[CH2:15][OH:16])=[CH:8][CH:7]=1.C1C=CC=CC=1>N1C=CC=CC=1>[C:1]([O:16][CH2:15][C:14]([F:17])=[CH:13][C:12]([C:9]1[CH:8]=[CH:7][C:6]([Cl:5])=[CH:11][CH:10]=1)([CH3:19])[CH3:18])(=[O:3])[CH3:2]. Reported procedure: The method of Example 11 was repeated using acetyl chloride (0.76 ml), 4-(4-chlorophenyl)-2-fluoro4-methylpent-2-enol (Example 8) (0.34 g), benzene (20 ml) and pyridine (0.15 ml) to yield the title compound (0.35 g, 87%). The reactants are C1(CCCC1)NC1=NC(=NC(=C1C)C)NCC1=NC=CC=C1 (N4-cyclopentyl-5,6-dimethyl-N2-(pyridin-2-ylmethyl)pyrimidine-2,4-diamine), FC(OC1=CC=C(C=C1)N)(F)F ([4-(trifluoromethoxy)phenyl]amine). Yields the product CC=1C(=NC(=NC1C)NCC1=NC=CC=C1)NC1=CC=C(C=C1)OC(F)(F)F (5,6-dimethyl-N2-(pyridin-2-ylmethyl)-N4-[4-(trifluoromethoxy)phenyl]pyrimidine-2,4-diamine). Reaction SMILES: C1(N[C:7]2[C:12]([CH3:13])=[C:11]([CH3:14])[N:10]=[C:9]([NH:15][CH2:16][C:17]3[CH:22]=[CH:21][CH:20]=[CH:19][N:18]=3)[N:8]=2)CCCC1.[F:23][C:24]([F:34])([F:33])[O:25][C:26]1[CH:31]=[CH:30][C:29]([NH2:32])=[CH:28][CH:27]=1>>[CH3:13][C:12]1[C:7]([NH:32][C:29]2[CH:28]=[CH:27][C:26]([O:25][C:24]([F:33])([F:34])[F:23])=[CH:31][CH:30]=2)=[N:8][C:9]([NH:15][CH2:16][C:17]2[CH:22]=[CH:21][CH:20]=[CH:19][N:18]=2)=[N:10][C:11]=1[CH3:14]. Procedure details: The titled compound was synthesized according to the procedure described for preparation of N4-cyclopentyl-5,6-dimethyl-N2-(pyridin-2-ylmethyl)pyrimidine-2,4-diamine (Example 29) using [4-(trifluoromethoxy)phenyl]amine instead of cyclopentanamine. The crude material was purified by column chromatography eluting with mixture of chloroform/ethanol/20% water solution of ammonia (200:10:1), and then the final product was washed with diethyl ether to afford the titled compound as a light-yellow solid... The reactants are BrC(C(=O)Cl)CCBr (2,4-dibromobutanoic acid chloride), [OH-].[Na+] (NaOH), C(C(C)C)N (Isobutylamine). The solvent is ClCCl (dichloromethane), ClCCl (dichloromethane), O (water), O (water). Reaction conditions: temperature 0 celsius, time 3 hour. Product: BrC(C(=O)NCC(C)C)CCBr (rac-2,4-Dibromo-N-isobutyl-butyramide). As a reaction SMILES: [CH2:1]([NH2:5])[CH:2]([CH3:4])[CH3:3].[Br:6][CH:7]([CH2:11][CH2:12][Br:13])[C:8](Cl)=[O:9].[OH-].[Na+]>O.ClCCl>[Br:6][CH:7]([CH2:11][CH2:12][Br:13])[C:8]([NH:5][CH2:1][CH:2]([CH3:4])[CH3:3])=[O:9] |f:2.3|. Procedure: 1.52 g (20.8 mmol) Isobutylamine were dissolved in 3 ml of water, and 13 ml dichloromethane were added. The mixture was cooled to 0° C. and vigorously stirred. A solution of 5.0 g (18.9 mmol) of 2,4-dibromobutanoic acid chloride (J. Med. Chem., 1987, 30, 1995) in 3 ml dichloromethane was added within 5 min. Thereafter a solution of 0.83 g (20.8 mmol) NaOH in 1.5 ml water was added a a rate resulting in the temperature remaining between 7 and 10° C. After complete addition, stirring was continued...